From a dataset of the Open Reaction Database (ORD), a public repository of structured organic reaction records. describe an organic reaction: reactants, conditions, products, and yield Starting materials: COC(=O)[C@@H]1CSCC[C@@H]1O (4(S)-hydroxy-tetrahydro-thiopyran-3(R)-carboxylic acid methyl ester), C(=S)(N1C=NC=C1)N1C=NC=C1 (1,1′-thiocarbonyldiimidazole), N1=CC=CC=C1 (pyridine). Solvent: O1CCCC1 (tetrahydrofuran), C(C)(=O)OCC (ethyl acetate). Conditions: temperature 25 celsius, time 36 hour. The product is hexanes ethyl acetate, COC(=O)[C@@H]1CSCC[C@@H]1OC(=S)N1C=NC=C1 (4(S)-(imidazole-1-carbothioyloxy)-tetrahydro-thiopyran-3(R)-carboxylic acid methyl ester). The yield is 55.5%. As a reaction SMILES: [CH3:1][O:2][C:3]([C@H:5]1[C@@H:10]([OH:11])[CH2:9][CH2:8][S:7][CH2:6]1)=[O:4].[C:12](N1C=CN=C1)([N:14]1[CH:18]=[CH:17][N:16]=[CH:15]1)=[S:13].N1C=CC=CC=1>O1CCCC1.C(OCC)(=O)C>[CH3:1][O:2][C:3]([C@H:5]1[C@@H:10]([O:11][C:12]([N:14]2[CH:18]=[CH:17][N:16]=[CH:15]2)=[S:13])[CH2:9][CH2:8][S:7][CH2:6]1)=[O:4]. Reported procedure: A solution of 4(S)-hydroxy-tetrahydro-thiopyran-3(R)-carboxylic acid methyl ester (1.00 g, 5.674 mmol) in dry tetrahydrofuran (50 mL), under argon, was treated with 1,1′-thiocarbonyldiimidazole (2.085 g, 11.35 mmol) and pyridine (6.88 μL, 8.511 mmol). The reaction mixture was stirred at 25° C. for 36 h and was then diluted with ethyl acetate (100 mL). The resulting solution was washed sequentially with a saturated aqueous sodium bicarbonate solution (1×50 mL) and a saturated aqueous sodium chlor...